This data is from the Open Reaction Database (ORD), a public repository of structured organic reaction records. The task is: describe an organic reaction: reactants, conditions, products, and yield Reactants: C[Si](C)(C)[N-][Si](C)(C)C.[Li+] (Lithium bis(trimethylsilyl)amide), C[Si](C)(C)CC(=O)OC (methyl trimethylsilylacetate), O1C(=NC=C1)C(=O)C1=CC=C(C=C1)OC1OCCCC1 (Oxazol-2-yl(4-(tetrahydro-2H-pyran-2-yloxy)phenyl)methanone). The solvent is C1CCOC1 (THF), C1CCOC1 (THF). Conditions: temperature -78 celsius, time 20 minute. The product is O1C(=NC=C1)C(=CC(=O)OC)C1=CC=C(C=C1)OC1OCCCC1 (Methyl 3-(oxazol-2-yl)-3-(4-(tetrahydro-2H-pyran-2-yloxy)phenyl)acrylate). Reaction SMILES: C[Si]([N-][Si](C)(C)C)(C)C.[Li+].C[Si]([CH2:15][C:16]([O:18][CH3:19])=[O:17])(C)C.[O:20]1[CH:24]=[CH:23][N:22]=[C:21]1[C:25]([C:27]1[CH:32]=[CH:31][C:30]([O:33][CH:34]2[CH2:39][CH2:38][CH2:37][CH2:36][O:35]2)=[CH:29][CH:28]=1)=O>C1COCC1>[O:20]1[CH:24]=[CH:23][N:22]=[C:21]1[C:25]([C:27]1[CH:28]=[CH:29][C:30]([O:33][CH:34]2[CH2:39][CH2:38][CH2:37][CH2:36][O:35]2)=[CH:31][CH:32]=1)=[CH:15][C:16]([O:18][CH3:19])=[O:17] |f:0.1|. Procedure details: Lithium bis(trimethylsilyl)amide (3.46 mmol, 1M in THF) was added dropwise to a solution of methyl trimethylsilylacetate (3.46 mmol) in THF (5 mL) at −78° C. After 20 minutes at −78° C., a solution of 10.2 (2.16 mmol) in THF (9 mL) was added dropwise and the reaction was maintained at −78° C. for 1.5 hours. The reaction was quenched with water and extracted with EtOAc. The organic phase was washed with brine, dried over anhydrous sodium sulfate, filtered, and concentrated under reduced pressure.... Starting materials: Cl (HCl), ClC=1C=C(C=CC1S(=O)(=O)C)C=1C(=C2C=CC(=CC2=CC1)O)OC1=CC=C(C=C1)OCCN1CCCCC1 (6-(3-Chloro-4-methanesulfonyl-phenyl)-5-[4-(2-piperidin-1-yl-ethoxy)-phenoxy]-naphthalen-2-ol). Solvent: C(C)OCC (diethyl ether), C(C)OCC (diethyl ether), C(C)(=O)OCC (ethyl acetate), CO (methanol). Yields the product Cl.ClC=1C=C(C=CC1S(=O)(=O)C)C=1C(=C2C=CC(=CC2=CC1)O)OC1=CC=C(C=C1)OCCN1CCCCC1 (6-(3-Chloro-4-methanesulfonyl-phenyl)-5-[4-(2-piperidin-1-yl-ethoxy)-phenoxy]-naphthalen-2-ol Hydrochloride). Isolated yield 26.0%. Reaction SMILES: [Cl:1][C:2]1[CH:3]=[C:4]([C:12]2[C:13]([O:23][C:24]3[CH:29]=[CH:28][C:27]([O:30][CH2:31][CH2:32][N:33]4[CH2:38][CH2:37][CH2:36][CH2:35][CH2:34]4)=[CH:26][CH:25]=3)=[C:14]3[C:19](=[CH:20][CH:21]=2)[CH:18]=[C:17]([OH:22])[CH:16]=[CH:15]3)[CH:5]=[CH:6][C:7]=1[S:8]([CH3:11])(=[O:10])=[O:9].Cl>C(OCC)C.C(OCC)(=O)C.CO>[ClH:1].[Cl:1][C:2]1[CH:3]=[C:4]([C:12]2[C:13]([O:23][C:24]3[CH:29]=[CH:28][C:27]([O:30][CH2:31][CH2:32][N:33]4[CH2:34][CH2:35][CH2:36][CH2:37][CH2:38]4)=[CH:26][CH:25]=3)=[C:14]3[C:19](=[CH:20][CH:21]=2)[CH:18]=[C:17]([OH:22])[CH:16]=[CH:15]3)[CH:5]=[CH:6][C:7]=1[S:8]([CH3:11])(=[O:10])=[O:9] |f:5.6|. Procedure: Dissolve the product of Example 29 in diethyl ether (5.0 mL), ethyl acetate (6.0 mL) and methanol (1.0 mL) and add 2M HCl in diethyl ether (0.6 mL, 1.2 mmol). Collect the precipitate on filter paper, rinse with diethyl ether and dry in vacuo (<2 mm of Hg) at 20° C. for 4 hours to give 16 mg of the title compound (26%): mass spectrum (ion spray): m/z=552.3 (M+H−HCl). The reactants are CCOC(C)=O, CCCCCC, FC(F)(F)c1n[nH]c(-c2ccccc2)c1Cl, COc1cc(N2CCN(C(=O)CCl)CC2)ccc1Br, [K+], [K+], O=C([O-])[O-], CN(C)C=O. Product: COc1cc(N2CCN(C(=O)Cn3nc(C(F)(F)F)c(Cl)c3-c3ccccc3)CC2)ccc1Br. RXN SMILES: [C:47]([O:48][CH2:49][CH3:50])(=[O:51])[CH3:52].[CH3:53][CH2:54][CH2:55][CH2:56][CH2:57][CH3:58].[Cl:1][c:2]1[c:3]([C:13]([F:14])([F:15])[F:16])[n:4][nH:5][c:6]1-[c:7]1[cH:8][cH:9][cH:10][cH:11][cH:12]1.[Cl:23][CH2:24][C:25](=[O:26])[N:27]1[CH2:28][CH2:29][N:30]([c:33]2[cH:34][c:35]([O:40][CH3:41])[c:36]([Br:39])[cH:37][cH:38]2)[CH2:31][CH2:32]1.[K+:17].[K+:18].[O-:19][C:20]([O-:21])=[O:22].[O:42]=[CH:43][N:44]([CH3:45])[CH3:46]>>[Cl:1][c:2]1[c:3]([C:13]([F:14])([F:15])[F:16])[n:4][n:5]([CH2:24][C:25](=[O:26])[N:27]2[CH2:28][CH2:29][N:30]([c:33]3[cH:34][c:35]([O:40][CH3:41])[c:36]([Br:39])[cH:37][cH:38]3)[CH2:31][CH2:32]2)[c:6]1-[c:7]1[cH:8][cH:9][cH:10][cH:11][cH:12]1. Starting materials: BrC1=CC(=C(C(=O)N(CC)CC)C=C1)C (4-bromo-N,N-diethyl-2-methylbenzamide), CON(C(C)=O)C (N-methoxy-N-methylacetamide), solution, [Li+].CC(C)[N-]C(C)C (LDA). Run in C1CCOC1 (THF), C1CCOC1 (THF). Run at temperature -78 celsius, time 1 hour. Product: BrC1=CC(=C(C(=O)N(CC)CC)C=C1)CC(C)=O (4-bromo-N,N-diethyl-2-(2-oxopropyl)benzamide). As a reaction SMILES: [Li+].CC([N-]C(C)C)C.[Br:9][C:10]1[CH:22]=[CH:21][C:13]([C:14]([N:16]([CH2:19][CH3:20])[CH2:17][CH3:18])=[O:15])=[C:12]([CH3:23])[CH:11]=1.CON(C)[C:27](=[O:29])[CH3:28]>C1COCC1>[Br:9][C:10]1[CH:22]=[CH:21][C:13]([C:14]([N:16]([CH2:17][CH3:18])[CH2:19][CH3:20])=[O:15])=[C:12]([CH2:23][C:27](=[O:29])[CH3:28])[CH:11]=1 |f:0.1|. Procedure details: A 2M solution of LDA (35.2 mL, 70.3 mmol) in THF (176 mL) cooled to −78° C. was treated with slow addition of 4-bromo-N,N-diethyl-2-methylbenzamide (19 g, 70.3 mmol) in dry THF (176 mL). The reaction was allowed to stir at −78° C. for 1 hour before it was quenched with N-methoxy-N-methylacetamide (22.43 mL, 211 mmol) and allowed to slowly warm to room temp. The reaction was stirred overnight and then partitioned between 1N HCl (200 mL) and EtOAc (400 mL). The aqueous layer was further extracted ... The reactants are CO, Nc1ccc(-c2nnc(Nc3cccc(Cl)c3)o2)cc1[N+](=O)[O-]. Yields the product Nc1ccc(-c2nnc(Nc3cccc(Cl)c3)o2)cc1N. Reaction SMILES: [CH3:24][OH:25].[NH2:1][c:2]1[c:3]([N+:21]([O-:22])=[O:23])[cH:4][c:5](-[c:8]2[n:9][n:10][c:11]([NH:13][c:14]3[cH:15][c:16]([Cl:20])[cH:17][cH:18][cH:19]3)[o:12]2)[cH:6][cH:7]1>>[NH2:1][c:2]1[c:3]([NH2:21])[cH:4][c:5](-[c:8]2[n:9][n:10][c:11]([NH:13][c:14]3[cH:15][c:16]([Cl:20])[cH:17][cH:18][cH:19]3)[o:12]2)[cH:6][cH:7]1. The reactants are BrCc1ccccc1, CN(C)C=O, CC(C)CC(=O)C(=O)O, [Na]. The product is CC(C)CC(=O)C(=O)OCc1ccccc1. As a reaction SMILES: [Br:11][CH2:12][c:13]1[cH:14][cH:15][cH:16][cH:17][cH:18]1.[CH3:19][N:20]([CH3:21])[CH:22]=[O:23].[CH3:2][CH:3]([CH3:4])[CH2:5][C:6](=[O:7])[C:8]([OH:9])=[O:10].[Na:1]>>[CH3:2][CH:3]([CH3:4])[CH2:5][C:6](=[O:7])[C:8]([O:9][CH2:12][c:13]1[cH:14][cH:15][cH:16][cH:17][cH:18]1)=[O:10]. Reactants: O=C1NC2=C(C=NC=3C=CC=CC23)N1C1CCN(CC1)C(=O)O[C@H](CC1=CC(=C(C(=C1)C)OCC1=CC=CC=C1)C)C(=O)O ((R)-1-carboxy-2-(4-benzyloxy-3,5-dimethyl-phenyl)-ethyl 4-(2-oxo-1,2-dihydro-imidazo[4,5-c]quinolin-3-yl)-piperidine-1-carboxylate), [H][H] (hydrogen). Reagents/catalysts: [Pd] (Pd/C). Run in C1CCOC1 (THF), CO (MeOH). Yields the product O=C1NC2=C(C=NC=3C=CC=CC23)N1C1CCN(CC1)C(=O)O[C@H](CC1=CC(=C(C(=C1)C)O)C)C(=O)O ((R)-1-carboxy-2-(4-hydroxy-3,5-dimethyl-phenyl)-ethyl 4-(2-oxo-1,2-dihydro-imidazo[4,5-c]quinolin-3-yl)-piperidine-1-carboxylate). As a reaction SMILES: [O:1]=[C:2]1[N:14]([CH:15]2[CH2:20][CH2:19][N:18]([C:21]([O:23][C@@H:24]([C:42]([OH:44])=[O:43])[CH2:25][C:26]3[CH:31]=[C:30]([CH3:32])[C:29]([O:33]CC4C=CC=CC=4)=[C:28]([CH3:41])[CH:27]=3)=[O:22])[CH2:17][CH2:16]2)[C:5]2[CH:6]=[N:7][C:8]3[CH:9]=[CH:10][CH:11]=[CH:12][C:13]=3[C:4]=2[NH:3]1.[H][H]>C1COCC1.CO.[Pd]>[O:1]=[C:2]1[N:14]([CH:15]2[CH2:16][CH2:17][N:18]([C:21]([O:23][C@@H:24]([C:42]([OH:44])=[O:43])[CH2:25][C:26]3[CH:27]=[C:28]([CH3:41])[C:29]([OH:33])=[C:30]([CH3:32])[CH:31]=3)=[O:22])[CH2:19][CH2:20]2)[C:5]2[CH:6]=[N:7][C:8]3[CH:9]=[CH:10][CH:11]=[CH:12][C:13]=3[C:4]=2[NH:3]1. Reported procedure: A suspension of 1.80 g (3.03 mmol) (R)-1-carboxy-2-(4-benzyloxy-3,5-dimethyl-phenyl)-ethyl 4-(2-oxo-1,2-dihydro-imidazo[4,5-c]quinolin-3-yl)-piperidine-1-carboxylate and 300 mg 10% Pd/C in 30 mL THF and 30 mL MeOH was hydrogenated at 3000 hPa hydrogen pressure and RT for 48 h. The catalyst was suction filtered, the filtrate was evaporated down and the residue was purified by HPLC; the fractions containing the product were combined and lyophilised. The reactants are C(C1=CC=CC=C1)(=O)O[C@@H]1C(O)O[C@@H]([C@H]([C@@H]1OC(C1=CC=CC=C1)=O)OC(C1=CC=CC=C1)=O)COC(C1=CC=CC=C1)=O (2,3,4,6-tetra-O-benzoyl-mannopyranose), COC(C)(C)C (methyl-tert-butyl ether), C([O-])([O-])=O.[K+].[K+] (potassium carbonate), C(C1=CC=CC=C1)OC(CCl)=O (chloroacetic acid benzyl ester). Reagents/catalysts: [Cl-].C(CCC)[N+](CCCC)(CCCC)CCCC (tetrabutylammonium chloride). The solvent is CN(C=O)C (dimethylformamide). Run at temperature 0 celsius. The product is C(C1=CC=CC=C1)(=O)O[C@@H]1C(OCC(=O)O)O[C@@H]([C@H]([C@@H]1OC(C1=CC=CC=C1)=O)OC(C1=CC=CC=C1)=O)COC(C1=CC=CC=C1)=O (2,3,4,6-Tetra-O-benzoyl-1-O-carboxymethyl-mannopyranose). RXN SMILES: [C:1]([O:9][C@H:10]1[C@@H:16]([O:17][C:18](=[O:25])[C:19]2[CH:24]=[CH:23][CH:22]=[CH:21][CH:20]=2)[C@H:15]([O:26][C:27](=[O:34])[C:28]2[CH:33]=[CH:32][CH:31]=[CH:30][CH:29]=2)[C@@H:14]([CH2:35][O:36][C:37](=[O:44])[C:38]2[CH:43]=[CH:42][CH:41]=[CH:40][CH:39]=2)[O:13][CH:11]1[OH:12])(=[O:8])[C:2]1[CH:7]=[CH:6][CH:5]=[CH:4][CH:3]=1.C(=O)([O-])[O-].[K+].[K+].C([O:58][C:59](=[O:62])[CH2:60]Cl)C1C=CC=CC=1.COC(C)(C)C>[Cl-].C([N+](CCCC)(CCCC)CCCC)CCC.CN(C)C=O>[C:1]([O:9][C@H:10]1[C@@H:16]([O:17][C:18](=[O:25])[C:19]2[CH:24]=[CH:23][CH:22]=[CH:21][CH:20]=2)[C@H:15]([O:26][C:27](=[O:34])[C:28]2[CH:29]=[CH:30][CH:31]=[CH:32][CH:33]=2)[C@@H:14]([CH2:35][O:36][C:37](=[O:44])[C:38]2[CH:39]=[CH:40][CH:41]=[CH:42][CH:43]=2)[O:13][CH:11]1[O:12][CH2:60][C:59]([OH:62])=[O:58])(=[O:8])[C:2]1[CH:7]=[CH:6][CH:5]=[CH:4][CH:3]=1 |f:1.2.3,6.7|. Procedure: A mixture that consists of 59.66 g (100 mmol) of 2,3,4,6-tetra-O-benzoyl-mannopyranose, 1.39 g (5 mmol) of tetrabutylammonium chloride and 15.2 g (110 mmol) of anhydrous potassium carbonate in 500 ml of dimethylformamide is cooled to 0° C. At 0° C., 36.92 g (200 mmol) of chloroacetic acid benzyl ester is added in drops over 20 minutes while being stirred vigorously. It is stirred for one hour at 10° C. 250 ml of methyl-tert-butyl ether is added, the organic phase is separated, it is filtered and... Reactants: C(C=C)ON=C1C[C@H](N(C1)C(=O)OC(C)(C)C)C(=O)O ((2S,4EZ)-4-[(allyloxy)imino]-1-(tert-butoxycarbonyl)-2-pyrrolidinecarboxylic acid), N(=C=O)C1=CC(=CC=C1)OC (1-isocyanato-3-methoxybenzene), COC=1C=C(CN)C=CC1OC (3,4-dimethoxybenzylamine). Yields the product C(C=C)ON=C1C[C@H](N(C1)C(=O)NC1=CC(=CC=C1)OC)C(=O)NCC1=CC(=C(C=C1)OC)OC ((2S,4EZ)-4-[(allyloxy)imino]-N2-(3,4-dimethoxybenzyl)-N1-(3-methoxyphenyl)-1,2-pyrrolidinedicarboxamide). RXN SMILES: [CH2:1]([O:4][N:5]=[C:6]1[CH2:10][N:9]([C:11]([O:13]C(C)(C)C)=O)[C@H:8]([C:18]([OH:20])=O)[CH2:7]1)[CH:2]=[CH2:3].[N:21]([C:24]1[CH:29]=[CH:28][CH:27]=[C:26]([O:30][CH3:31])[CH:25]=1)=C=O.[CH3:32][O:33][C:34]1[CH:35]=[C:36]([CH:39]=[CH:40][C:41]=1[O:42][CH3:43])[CH2:37][NH2:38]>>[CH2:1]([O:4][N:5]=[C:6]1[CH2:10][N:9]([C:11]([NH:21][C:24]2[CH:29]=[CH:28][CH:27]=[C:26]([O:30][CH3:31])[CH:25]=2)=[O:13])[C@H:8]([C:18]([NH:38][CH2:37][C:36]2[CH:39]=[CH:40][C:41]([O:42][CH3:43])=[C:34]([O:33][CH3:32])[CH:35]=2)=[O:20])[CH2:7]1)[CH:2]=[CH2:3]. Procedure: Following the general method as outlined in Example 22, starting from (2S,4EZ)-4-[(allyloxy)imino]-1-(tert-butoxycarbonyl)-2-pyrrolidinecarboxylic acid, 1-isocyanato-3-methoxybenzene, and 3,4-dimethoxybenzylamine the title compound was obtained in 97% purity by LC/MS. MS(ESI+): m/z=483.2. Starting materials: COC(=O)OC1C=C2CC(OC(C)=O)C3OC3C2(C)C2CCC3(C)C(C(C)C(OC)OC)CCC3C12, COC(=O)OC1C=C2CC(OC(C)=O)C3OC3C2(C)C2CCC3(C)C(C(C)C4OCC(C)(C)CO4)CCC3C12. Yields the product COC(OC)C(C)C1CCC2C3=CC=C4CC(OC(C)=O)C5OC5C4(C)C3CCC21C. As a reaction SMILES: [C:1]([CH3:2])(=[O:3])[O:4][CH:5]1[CH2:6][C:7]2=[CH:8][CH:9]([O:32][C:33]([O:34][CH3:35])=[O:36])[CH:10]3[CH:11]4[CH2:12][CH2:13][CH:14]([CH:15]([CH:16]([O:17][CH3:18])[O:19][CH3:20])[CH3:21])[C:22]4([CH3:31])[CH2:23][CH2:24][CH:25]3[C:26]2([CH3:30])[CH:27]2[CH:28]1[O:29]2.[C:37]([O:38][CH:39]1[CH:40]2[O:41][CH:42]2[C:43]2([CH3:44])[C:45](=[CH:46][CH:47]([O:48][C:49]([O:50][CH3:51])=[O:52])[CH:53]3[CH:54]2[CH2:55][CH2:56][C:57]2([CH3:58])[CH:59]3[CH2:60][CH2:61][CH:62]2[CH:63]([CH:64]2[O:65][CH2:66][C:67]([CH3:68])([CH3:69])[CH2:70][O:71]2)[CH3:72])[CH2:73]1)(=[O:74])[CH3:75]>>[C:1]([CH3:2])(=[O:3])[O:4][CH:5]1[CH2:6][C:7]2=[CH:8][CH:9]=[C:10]3[CH:11]4[CH2:12][CH2:13][CH:14]([CH:15]([CH:16]([O:17][CH3:18])[O:19][CH3:20])[CH3:21])[C:22]4([CH3:31])[CH2:23][CH2:24][CH:25]3[C:26]2([CH3:30])[CH:27]2[CH:28]1[O:29]2.